Dataset: the Open Reaction Database (ORD), a public repository of structured organic reaction records. Task: describe an organic reaction: reactants, conditions, products, and yield Starting materials: [Al+3], CC(=O)SCCCCC(C)(C)O, CCOC(C)=O, Cl, [H-], [H-], [H-], [H-], [Li+], C1CCOC1. Product: CC(C)(O)CCCCS. RXN SMILES: [Al+3:19].[C:1](=[O:2])([CH3:3])[S:4][CH2:5][CH2:6][CH2:7][CH2:8][C:9]([CH3:10])([OH:11])[CH3:12].[CH3:25][CH2:26][O:27][C:28](=[O:29])[CH3:30].[ClH:24].[H-:18].[H-:21].[H-:22].[H-:23].[Li+:20].[O:13]1[CH2:14][CH2:15][CH2:16][CH2:17]1>>[SH:4][CH2:5][CH2:6][CH2:7][CH2:8][C:9]([CH3:10])([OH:11])[CH3:12]. The reactants are COC1=C(C=CC=C1)C1CC(CC(C1)=O)=O (5-(2-Methoxyphenyl)-1,3-cyclohexanedione), B(Br)(Br)Br (boron tribromide), O (water). The solvent is C(Cl)Cl (methylene chloride), C(Cl)Cl (methylene chloride). Reaction conditions: time 18 hour. Yields the product OC1=C(C=CC=C1)C1CC(CC(C1)=O)=O (5-(2-Hydroxyphenyl)-1,3-cyclohexanedione). As a reaction SMILES: C[O:2][C:3]1[CH:8]=[CH:7][CH:6]=[CH:5][C:4]=1[CH:9]1[CH2:14][C:13](=[O:15])[CH2:12][C:11](=[O:16])[CH2:10]1.B(Br)(Br)Br.O>C(Cl)Cl>[OH:2][C:3]1[CH:8]=[CH:7][CH:6]=[CH:5][C:4]=1[CH:9]1[CH2:14][C:13](=[O:15])[CH2:12][C:11](=[O:16])[CH2:10]1. Procedure: 5-(2-Methoxyphenyl)-1,3-cyclohexanedione (15.0 g) was suspended in methylene chloride (150 ml). The mixture was cooled to -78° with stirring and a solution of boron tribromide (39.3 g) in methylene chloride (75 ml) was added dropwise over 1h. The mixture was stirred at -78° for 45 min after the addition was complete and at room temperature for a further 18h. Excess water was added and the mixture was stirred vigorously at room temperature for 4h. The solid which separated out was collected by fi... Reactants: CC1(NC2=CC=CC=C2C=C1)C (1,2-Dihydro-2,2-dimethylquinoline), [OH-].[Na+] (sodium hydroxide), OO (hydrogen peroxide). Solvent: O1CCCC1 (tetrahydrofuran), O1CCCC1 (tetrahydrofuran), C(C)(=O)OCC (ethyl acetate). Run at time 8 hour. Yields the product C(=C)C=1C=CC=C2C=CNC12 (7-vinylindole). Yield: 63.5%. As a reaction SMILES: C[C:2]1([CH3:12])[CH:11]=[CH:10][C:9]2[C:4](=[CH:5][CH:6]=[CH:7][CH:8]=2)[NH:3]1.[OH-].[Na+].OO>O1CCCC1.C(OCC)(=O)C>[CH:10]([C:9]1[CH:8]=[CH:7][CH:6]=[C:5]2[C:4]=1[NH:3][CH:2]=[CH:12]2)=[CH2:11] |f:1.2|. Procedure details: To a 0° C. solution of 7-vinylindole 1 (0.95 g, 6.6 mmol) in anhydrous tetrahydrofuran (60 mL) was added 1 M borane-tetrahydrofuran complex in tetrahydrofuran (9.95 mL, 9.95 mmol) and the reaction stirred overnight at room temperature. 1 N sodium hydroxide (25 mL) and 30% hydrogen peroxide (35 mL) were then added and the mixture stirred at reflux for 1 hour. The reaction mixture was cooled to room temperature, diluted with ethyl acetate (100 mL), washed with water (50 mL) and saturated aqueous s... Reactants: O=C(O)C(c1ccccc1)c1ccccc1, Nc1ccc2scnc2c1. The reagents and catalysts are [B-](F)(F)(F)F.CCOC(=O)C(=NOC(=[N+](C)C)N(C)C)C#N (TOTU), CCN(C(C)C)C(C)C (DIPEA). Solvent: CN(C)C=O (DMF), CN(C)C=O (DMF), CN(C)C=O (DMF), CN(C)C=O (DMF), CN(C)C=O (DMF), CN(C)C=O (DMF). Run at temperature 25 celsius, time 2 hour. Yields the product O=C(Nc1ccc2scnc2c1)C(c1ccccc1)c1ccccc1. Yield: 36.0%. Reaction SMILES: Nc1ccc2scnc2c1.O=C(O)C(c1ccccc1)c1ccccc1.[B-](F)(F)(F)F.CCOC(=O)C(=NOC(=[N+](C)C)N(C)C)C#N.CCN(C(C)C)C(C)C.CN(C)C=O>>O=C(Nc1ccc2scnc2c1)C(c1ccccc1)c1ccccc1. The reactants are O=C([O-])[O-], COc1cc(OC)nc(S)n1, CN(C)C=O, CCOC(C)=O, CCCCCC, CCOC(=O)C(OS(=O)(=O)c1ccc(C)cc1)C(C)OC(C)C, [K+], [K+], O. Product: CCOC(=O)C(Sc1nc(OC)cc(OC)n1)C(C)OC(C)C. RXN SMILES: [C:40](=[O:41])([O-:42])[O-:43].[CH3:24][O:25][c:26]1[n:27][c:28]([SH:34])[n:29][c:30]([O:32][CH3:33])[cH:31]1.[CH3:35][N:36]([CH3:37])[CH:38]=[O:39].[CH3:46][CH2:47][O:48][C:49](=[O:50])[CH3:51].[CH3:52][CH2:53][CH2:54][CH2:55][CH2:56][CH3:57].[CH:1]([CH3:2])([CH3:3])[O:4][CH:5]([CH:6]([C:7](=[O:8])[O:9][CH2:10][CH3:11])[O:12][S:13]([c:14]1[cH:15][cH:16][c:17]([CH3:18])[cH:19][cH:20]1)(=[O:21])=[O:22])[CH3:23].[K+:44].[K+:45].[OH2:58]>>[CH:1]([CH3:2])([CH3:3])[O:4][CH:5]([CH:6]([C:7](=[O:8])[O:9][CH2:10][CH3:11])[S:34][c:28]1[n:27][c:26]([O:25][CH3:24])[cH:31][c:30]([O:32][CH3:33])[n:29]1)[CH3:23]. The reactants are C(C)OC(C([O-])=C1C([C@@H]2C[C@@H]2C1)=O)=O.[K+] (potassium 2-ethoxy-2-oxo-1-((1R,5R)-2-oxobicyclo[3.1.0]hexan-3-ylidene)ethanolate), BrC1=NC=C(C=C1)NN (2-bromo-5-hydrazinylpyridine). Product: C(C)OC(=O)C=1C=2C[C@@H]3[C@H](C2N(N1)C=1C=NC(=CC1)Br)C3 ((1aR,5aR)-2-(6-Bromopyridin-3-yl)-1a,2,5,5a-tetrahydro-1H-2,3-diaza-cyclopropa[a]pentalene-4-carboxylic Acid Ethyl Ester). RXN SMILES: [CH2:1]([O:3][C:4](=[O:14])[C:5](=[C:7]1[CH2:12][C@@H:11]2[C@@H:9]([CH2:10]2)[C:8]1=O)[O-])[CH3:2].[K+].[Br:16][C:17]1[CH:22]=[CH:21][C:20]([NH:23][NH2:24])=[CH:19][N:18]=1>>[CH2:1]([O:3][C:4]([C:5]1[C:7]2[CH2:12][C@H:11]3[CH2:10][C@H:9]3[C:8]=2[N:23]([C:20]2[CH:19]=[N:18][C:17]([Br:16])=[CH:22][CH:21]=2)[N:24]=1)=[O:14])[CH3:2] |f:0.1|. Reported procedure: The title compound was prepared in a manner similar to that described in Method C using potassium 2-ethoxy-2-oxo-1-((1R,5R)-2-oxobicyclo[3.1.0]hexan-3-ylidene)ethanolate and 2-bromo-5-hydrazinylpyridine. LCMS m/z=348.2 [M+H]+; 1H NMR (400 MHz, CDCl3) δ ppm 0.58 (td, J=4.8, 3.4 Hz, 1H), 1.30 (td, J=7.8, 5.1 Hz, 1H), 1.39 (t, J=7.2 Hz, 3H), 2.29-2.39 (m, 2H), 2.90 (d, J=16.6 Hz, 1H), 3.02 (dd, J=16.6, 6.2 Hz, 1H), 4.39 (q, J=7.1 Hz, 2H), 7.59 (d, J=8.2 Hz, 1H), 8.09 (dd, J=8.5, 2.9 Hz, 1H), 8.87 (... Starting materials: COc1ccc2c3c(c(=O)oc2c1)CN(Cc1ccccc1)CC3, CO, C1CCOC1. The product is COc1ccc2c3c(c(=O)oc2c1)CNCC3. Reaction SMILES: [CH2:1]([c:2]1[cH:3][cH:4][cH:5][cH:6][cH:7]1)[N:8]1[CH2:9][c:10]2[c:11]([c:14]3[cH:15][cH:16][c:17]([O:23][CH3:24])[cH:18][c:19]3[o:20][c:21]2=[O:22])[CH2:12][CH2:13]1.[CH3:25][OH:26].[O:27]1[CH2:28][CH2:29][CH2:30][CH2:31]1>>[NH:8]1[CH2:9][c:10]2[c:11]([c:14]3[cH:15][cH:16][c:17]([O:23][CH3:24])[cH:18][c:19]3[o:20][c:21]2=[O:22])[CH2:12][CH2:13]1. The reactants are C1(=CC=CC=C1)S(=O)(=O)C(C=C(CCC=C(C)C)C)C(C(=CCCC(=CC(CC=C(CCC=C(C(C(C=C(CCC=C(C)C)C)S(=O)(=O)C1=CC=CC=C1)O)C)C)S(=O)(=O)C1=CC=CC=C1)C)C)O (8,16,25-Tris(benzenesulfonyl)-2,6,10,14,19,23,27,31-octamethyl-2,6,10,14,18,22,26,30-dotriacontaoctaene-9,24-diol), C(=C)OCC (ethyl vinyl ether), C1(=CC=C(C=C1)S(=O)(=O)[O-])C.[NH+]1=CC=CC=C1 (pyridinium p-toluenesulfonate). The solvent is C(Cl)Cl (CH2Cl2), C(Cl)Cl (CH2Cl2). Conditions: temperature 0 celsius, time 1 hour. The product is C(C)OC(C)OC(C)OCC (bis(1-ethoxyethyl)ether). Isolated yield 168.0%. As a reaction SMILES: C1(S(C(C(O)C(C)=CCCC(C)=CC(S(C2C=CC=CC=2)(=O)=O)CC=C(C)CCC=C(C)[CH:35]([OH:55])[CH:36](S(C2C=CC=CC=2)(=O)=O)C=C(C)CCC=C(C)C)C=C(C)CCC=C(C)C)(=O)=O)C=CC=CC=1.[CH:70]([O:72][CH2:73][CH3:74])=[CH2:71].C1(C)C=CC(S([O-])(=O)=[O:82])=CC=1.[NH+]1[CH:91]=[CH:90]C=CC=1>C(Cl)Cl>[CH2:70]([O:72][CH:73]([O:82][CH:90]([O:55][CH2:35][CH3:36])[CH3:91])[CH3:74])[CH3:71] |f:2.3|. Procedure: To a stirred solution of the C40 diol compound (L) (1.00 g, 1.00 mmol) in CH2Cl2 (10 mL) at 0° C. were added ethyl vinyl ether (0.80 mL, 8.00 mmol) and pyridinium p-toluenesulfonate (0.13 g, 0.50 mmol). The mixture was stirred at 0° C. for 1 h, and warmed to and stirred at room temperature for 14 h. The mixture was then diluted with CH2Cl2 (30 mL), washed with saturated NaHCO3 (10 mL×3), dried over anhydrous K CO3, filtered, and concentrated under reduced pressure. The crude product was purified... Reactants: C(C)OC(=O)C1=C(N=C(O1)C1=CC=C(C=C1)OC)CBr (4-Bromomethyl-2-(4-methoxy-phenyl)-oxazole-5-carboxylic acid ethyl ester), CN(C=O)C (dimethylformamide). Reagents/catalysts: FC(C(=O)[O-])(F)F.[Ag+] (Silver trifluoroacetate). Run in [Cl-].[Na+].O (brine). Run at time 8 hour. Product: C(C)OC(=O)C1=C(N=C(O1)C1=CC=C(C=C1)OC)CO (4-Hydroxymethyl-2-(4-methoxy-phenyl)-oxazole-5-carboxylic acid ethyl ester). Reaction SMILES: [CH2:1]([O:3][C:4]([C:6]1[O:10][C:9]([C:11]2[CH:16]=[CH:15][C:14]([O:17][CH3:18])=[CH:13][CH:12]=2)=[N:8][C:7]=1[CH2:19]Br)=[O:5])[CH3:2].CN(C)C=[O:24]>[Cl-].[Na+].O.FC(F)(F)C([O-])=O.[Ag+]>[CH2:1]([O:3][C:4]([C:6]1[O:10][C:9]([C:11]2[CH:16]=[CH:15][C:14]([O:17][CH3:18])=[CH:13][CH:12]=2)=[N:8][C:7]=1[CH2:19][OH:24])=[O:5])[CH3:2] |f:2.3.4,5.6|. Procedure details: 30.7 g of crude 4-Bromomethyl-2-(4-methoxy-phenyl)-oxazole-5-carboxylic acid ethyl ester were dissolved in 170 ml dry dimethylformamide. 29.95 g Silver trifluoroacetate were added and the mixture was stirred at room temperature overnight. 100 ml brine were added and the mixture was stirred for one hour. The reaction mixture was filtered through a pad of celite, the solvent removed in vacuo and the resulting residue dissolved in 200 ml ethanol. The mixture was heated to reflux for three hours. Th... Starting materials: C(C(CO)(CO)N)O.Cl (Tris-HCl), Compound 23, [C@@H]1([C@H](O)[C@H](O)[C@@H](CO)O1)N1C=NC=2C(N)=NC=NC12 (adenosine), O (water). Run at temperature 40 celsius, time 2.5 hour. Yields the product C(#C)[C@]1([C@H](C[C@@H](O1)N1C=NC=2C(O)=NC=NC12)O)CO (2′-deoxy-4′-C-ethynylinosine). RXN SMILES: [CH2:1](O)[C:2](N)(CO)CO.Cl.[C@@H:10]1([N:19]2[C:28]3[N:27]=[CH:26][N:25]=[C:23](N)[C:22]=3[N:21]=[CH:20]2)[O:18][C@H:15]([CH2:16][OH:17])[C@@H:13]([OH:14])[C@H:11]1O.[OH2:29]>>[C:1]([C@:15]1([CH2:16][OH:17])[O:18][C@@H:10]([N:19]2[C:28]3[N:27]=[CH:26][N:25]=[C:23]([OH:29])[C:22]=3[N:21]=[CH:20]2)[CH2:11][C@@H:13]1[OH:14])#[CH:2] |f:0.1|. Procedure: To a Tris-HCl buffer solution (6 ml, pH 7.5) of Compound 23 (0.022 g, 0.08 mmol), adenosine deaminase (0.044 ml, 20 unit) was added, and the mixture was stirred for 2.5 hours at 40° C., followed by cooling to room temperature. The reaction mixture was applied to a reverse-phase ODS silica gel column (50 g), desalted by water (500 ml) flow, and through use of a 2.5% aqueous ethanol, Compound 29 was eluted. Subsequently, the Compound 29 was pulverized with isopropanol, to thereby yield 0.016 g of ...